From a dataset of the Open Reaction Database (ORD), a public repository of structured organic reaction records. describe an organic reaction: reactants, conditions, products, and yield Product: CC(C)Cc1nc2c(N)nc3c(c2n1CC(C)C)CCCC3. As a reaction SMILES: [CH:40]([OH:41])=[O:42].[OH-:37].[OH-:39].[Pd+2:38].[c:1]1([CH2:2][N:8]([CH2:3][c:4]2[cH:5][cH:6][cH:7][cH:30][cH:31]2)[c:9]2[n:10][c:11]3[c:16]([c:17]4[c:18]2[n:19][c:20]([CH2:26][CH:27]([CH3:28])[CH3:29])[n:21]4[CH2:22][CH:23]([CH3:24])[CH3:25])[CH2:15][CH2:14][CH2:13][CH2:12]3)[cH:32][cH:33][cH:34][cH:35][cH:36]1>>[NH2:8][c:9]1[n:10][c:11]2[c:16]([c:17]3[c:18]1[n:19][c:20]([CH2:26][CH:27]([CH3:28])[CH3:29])[n:21]3[CH2:22][CH:23]([CH3:24])[CH3:25])[CH2:15][CH2:14][CH2:13][CH2:12]2. Reactants: O=CO, [OH-], [OH-], [Pd+2], CC(C)Cc1nc2c(N(Cc3ccccc3)Cc3ccccc3)nc3c(c2n1CC(C)C)CCCC3. Reactants: C([O-])([O-])=O.[Na+].[Na+] (sodium carbonate), FC(S(=O)(=O)N(S(=O)(=O)C(F)(F)F)C1=NC=C(C=C1)Cl)(F)F (2-[N,N-bis(trifluoromethylsulfonyl)amino]5-chloropyridine), C(=O)(OC(C)(C)C)N1CC(CC1)=O (1-Boc-3-pyrollidinone), C[Si](C)(C)[N-][Si](C)(C)C.[Li+] (lithium bis(trimethylsilyl)amide), C(C)OC(=O)C1=CC=C(C=C1)B(O)O (4-ethoxycarbonylphenylboronic acid), trans-dichlorobis(triphenylphosphine) palladium (II). Run in C(C)#N (Acetonitrile), C1CCOC1 (THF), C1CCOC1 (THF). Reaction conditions: time 45 minute. Product: C(C)OC(=O)C1=CC=C(C=C1)C=1CN(CC1)C(=O)OC(C)(C)C (tert-Butyl 3-[4-(ethoxycarbonyl)phenyl]-2,5-dihydro-1H-pyrrole-1-carboxylate). Reaction SMILES: [C:1]([N:8]1[CH2:12][CH2:11][C:10](=O)[CH2:9]1)([O:3][C:4]([CH3:7])([CH3:6])[CH3:5])=[O:2].C[Si]([N-][Si](C)(C)C)(C)C.[Li+].FC(F)(F)S(N(C1C=CC(Cl)=CN=1)S(C(F)(F)F)(=O)=O)(=O)=O.[CH2:46]([O:48][C:49]([C:51]1[CH:56]=[CH:55][C:54](B(O)O)=[CH:53][CH:52]=1)=[O:50])[CH3:47].C(=O)([O-])[O-].[Na+].[Na+]>C1COCC1.C(#N)C>[CH2:46]([O:48][C:49]([C:51]1[CH:56]=[CH:55][C:54]([C:10]2[CH2:9][N:8]([C:1]([O:3][C:4]([CH3:7])([CH3:6])[CH3:5])=[O:2])[CH2:12][CH:11]=2)=[CH:53][CH:52]=1)=[O:50])[CH3:47] |f:1.2,5.6.7|. Procedure: To a cooled (−78° C.) solution of 1-Boc-3-pyrollidinone (8.00 grams, 43.2 mmol) in anhydrous THF (70 mL) was added lithium bis(trimethylsilyl)amide (49.7 mL, 1.0 M in THF, 49.7 mmol) dropwise. After 45 min, a solution of 2-[N,N-bis(trifluoromethylsulfonyl)amino]5-chloropyridine (17.81 g, 45.4 mmol) in THF (65 mL) was added, and the resulting mixture was allowed to warm slowly to ambient temperature overnight, at which point it was quenched by pouring into brine. The mixture was extracted with Et... Product: NC1CCC(OC(=O)c2ccccc2)C1. As a reaction SMILES: [C:1]([c:2]1[cH:3][cH:4][cH:5][cH:6][cH:7]1)(=[O:8])[O:9][CH:10]1[CH2:11][CH:12]([N:15]=[N+:16]=[N-:17])[CH2:13][CH2:14]1.[CH3:18][OH:19]>>[C:1]([c:2]1[cH:3][cH:4][cH:5][cH:6][cH:7]1)(=[O:8])[O:9][CH:10]1[CH2:11][CH:12]([NH2:15])[CH2:13][CH2:14]1. The reactants are [N-]=[N+]=NC1CCC(OC(=O)c2ccccc2)C1, CO. Yields the product OC1=CC=C(NC2=NC=NC(=C2)NC2=C(C=CC(=C2)C)Cl)C=C1 (4-(4-Hydroxyanilino)-6-(2-chloro-5-methylanilino)pyrimidine). Procedure details: The title compound was prepared in a similar manner to that of Reference Example 4 from 4-(4-hydroxyanilino)-6-chloropyrimidine (Reference Example 5) by reaction with 2-chloro-5-methylaniline in butan-1-ol in the presence of catalytic concentrated hydrochloric acid. The mixture was heated at reflux for 18 hours, concentrated and the residue purified by column chromatography eluting with DCMN:MeOH: concentrated ammonia (94:5:1). Yield 84%. NMR: 2.26 (3H, s), 5.85 (1H, s), 6.68 (2H, d), 6.93 (1H, ... Isolated yield 84.0%. The reactants are OC1=CC=C(NC2=NC=NC(=C2)Cl)C=C1 (4-(4-Hydroxyanilino)-6-chloropyrimidine), ClC1=C(N)C=C(C=C1)C (2-chloro-5-methylaniline), Cl (hydrochloric acid). Run in C(CCC)O (butan-1-ol). Reaction SMILES: [OH:1][C:2]1[CH:15]=[CH:14][C:5]([NH:6][C:7]2[CH:12]=[C:11](Cl)[N:10]=[CH:9][N:8]=2)=[CH:4][CH:3]=1.[Cl:16][C:17]1[CH:23]=[CH:22][C:21]([CH3:24])=[CH:20][C:18]=1[NH2:19].Cl>C(O)CCC>[OH:1][C:2]1[CH:15]=[CH:14][C:5]([NH:6][C:7]2[CH:12]=[C:11]([NH:19][C:18]3[CH:20]=[C:21]([CH3:24])[CH:22]=[CH:23][C:17]=3[Cl:16])[N:10]=[CH:9][N:8]=2)=[CH:4][CH:3]=1. Reactants: [OH-].[NH4+] (ammonium hydroxide), OO (hydrogen peroxide), [N+](=O)([O-])[O-].[NH4+] (ammonium nitrate), peroxide, OO (hydrogen peroxide), [N+](=O)([O-])[O-].[Zr+4].[N+](=O)([O-])[O-].[N+](=O)([O-])[O-].[N+](=O)([O-])[O-] (zirconium nitrate), [N+](=O)([O-])[O-].[Pb+2].[N+](=O)([O-])[O-] (lead nitrate), [Ti] (titanium), [N+](=O)([O-])[O-].[Ti+4].[N+](=O)([O-])[O-].[N+](=O)([O-])[O-].[N+](=O)([O-])[O-] (titanium nitrate), [Ti] (titanium). Solvent: aqueous alkaline solution. The product is [O-2].[O-2].[O-2].[O-2].[O-2].[Ti+4].[Zr+4].[Pb+2] (lead zirconate titanate), O=[O+][O-] (O3). RXN SMILES: [Ti:1].[N+]([O-])([O-])=[O:3].[Ti+4].[N+]([O-])([O-])=O.[N+]([O-])([O-])=O.[N+]([O-])([O-])=O.[OH:19][OH:20].[N+]([O-])([O-])=O.[Zr+4:25].[N+]([O-])([O-])=O.[N+]([O-])([O-])=O.[N+]([O-])([O-])=O.[N+]([O-])([O-])=O.[Pb+2:42].[N+]([O-])([O-])=O.[OH-:47].[NH4+].[N+]([O-])([O-])=O.[NH4+]>>[O-2:3].[O-2:19].[O-2:3].[O-2:3].[O-2:3].[Ti+4:1].[Zr+4:25].[Pb+2:42].[O:19]=[O+:20][O-:47] |f:1.2.3.4.5,7.8.9.10.11,12.13.14,15.16,17.18,19.20.21.22.23.24.25.26|. Procedure details: A solution containing titanium and metal ions is perpared by mixing 84.0 ml of 0.2 M titanium nitrate solution containing hydrogen peroxide (Ti/H2O2 ratio: 1.5), 116.0 ml of 0.2 M zirconium nitrate solution and 200.0 ml of 0.2 M lead nitrate solution. The solution containing titanium and metal ions is added dropwise with stirring to 400 ml of an aqueous alkaline solution containing 27.7 ml of ammonium hydroxide (28%), 3.9 ml of hydrogen peroxide (30%) and 3.9 g of ammonium nitrate, whereby a pre... Reactants: Cl.C(C)OC(CNC1CCC2=CC=CC=C12)=O (N-(1-Indanyl)glycine ethyl ester hydrochloride). Isolated yield 89.2%. As a reaction SMILES: Cl.C([O:4][C:5](=[O:17])[CH2:6][NH:7][CH:8]1[C:16]2[C:11](=[CH:12][CH:13]=[CH:14][CH:15]=2)[CH2:10][CH2:9]1)C>Cl>[CH:8]1([NH:7][CH2:6][C:5]([OH:17])=[O:4])[C:16]2[C:11](=[CH:12][CH:13]=[CH:14][CH:15]=2)[CH2:10][CH2:9]1 |f:0.1|. Procedure details: N-(1-Indanyl)glycine ethyl ester hydrochloride (9.0 g) is dissolved in 100 ml of 5N hydrochloric acid, and the mixture is refluxed for 4 hours. The reaction mixture is concentrated to dryness under reduced pressure, 10 ml of water is added to the residue, and the mixture is neutralized with aqueous ammonia. The resulting crystalline precipitates are collected by filtration, washed with water, and dried, to give 6.0 g N-(1-indanyl)glycine as colorless needles. Melting point: 184°-186° C. Solvent: Cl (hydrochloric acid). The product is C1(CCC2=CC=CC=C12)NCC(=O)O (N-(1-indanyl)glycine). The reactants are FC1=C(C=O)C=CC(=C1)F (2,4-Difluoro-benzaldehyde), C(CC(=O)O)(=O)O (malonic acid), N1CCCCC1 (piperidine). The solvent is N1=CC=CC=C1 (pyridine). Conditions: temperature 100 celsius, time 2 hour. The product is FC1=C(C=CC(=C1)F)C=CC(=O)O (3-(2,4-difluoro-phenyl)-acrylic acid). Isolated yield 73.3%. As a reaction SMILES: [F:1][C:2]1[CH:9]=[C:8]([F:10])[CH:7]=[CH:6][C:3]=1[CH:4]=O.C(O)(=O)[CH2:12][C:13]([OH:15])=[O:14].N1CCCCC1>N1C=CC=CC=1>[F:1][C:2]1[CH:9]=[C:8]([F:10])[CH:7]=[CH:6][C:3]=1[CH:4]=[CH:12][C:13]([OH:15])=[O:14]. Procedure details: 2,4-Difluoro-benzaldehyde (10.0 g, 70.4 mmol), malonic acid (16.5 g, 158.3 mmol), and piperidine (5.8 mL, 58.4 mmol) were added to pyridine (42.7 mL). The reaction mixture was stirred at 100° C. for 2 hours, concentrated under reduced pressure, and then distilled water was added thereto. The mixture was filtered and then the resulting solid was dried under reduced pressure to give 9.5 g of the titled compound as a yellow solid. Reported procedure: To 5 ml of dry acetonitrile were added 1.4 g of 1-ethoxycarbonylimidazole and 2.55 g of methyl 4-bromomethylcinnamate, the mixture was stirred for 5 hours at room temperature. The precipitated crystals were collected by filtration and recrystallized from acetonitrile/diethyl ether to yield 2.9 g of 1-ethoxycarbonyl-3-[4-(2-methoxycarbonylvinyl)benzyl]imidazolium bromide. Reaction conditions: time 5 hour. Product: [Br-].C(C)OC(=O)[N+]1=CN(C=C1)CC1=CC=C(C=C1)C=CC(=O)OC (1-ethoxycarbonyl-3-[4-(2-methoxycarbonylvinyl)benzyl]imidazolium bromide). Isolated yield 73.4%. Solvent: C(C)#N (acetonitrile). Starting materials: C(C)OC(=O)N1C=NC=C1 (1-ethoxycarbonylimidazole), BrCC1=CC=C(C=CC(=O)OC)C=C1 (methyl 4-bromomethylcinnamate). As a reaction SMILES: [CH2:1]([O:3][C:4]([N:6]1[CH:10]=[CH:9][N:8]=[CH:7]1)=[O:5])[CH3:2].[Br:11][CH2:12][C:13]1[CH:24]=[CH:23][C:16]([CH:17]=[CH:18][C:19]([O:21][CH3:22])=[O:20])=[CH:15][CH:14]=1>C(#N)C>[Br-:11].[CH2:1]([O:3][C:4]([N+:6]1[CH:10]=[CH:9][N:8]([CH2:12][C:13]2[CH:14]=[CH:15][C:16]([CH:17]=[CH:18][C:19]([O:21][CH3:22])=[O:20])=[CH:23][CH:24]=2)[CH:7]=1)=[O:5])[CH3:2] |f:3.4|. Reactants: OC1=CC=C(C=O)C=C1 (4-hydroxybenzaldehyde), BrCCC1OCCCO1 (2-(2-bromoethyl)-1,3-dioxane), [I-].[K+] (potassium iodide), C([O-])([O-])=O.[K+].[K+] (potassium carbonate). Solvent: C(C)#N (acetonitrile), C(C)(=O)OCC (ethyl acetate). The product is O1C(OCCC1)CCOC1=CC=C(C=O)C=C1 (4-(2-[1,3]-dioxane-2-yl-ethoxy)benzaldehyde). Isolated yield 100.2%. Reaction SMILES: [OH:1][C:2]1[CH:9]=[CH:8][C:5]([CH:6]=[O:7])=[CH:4][CH:3]=1.Br[CH2:11][CH2:12][CH:13]1[O:18][CH2:17][CH2:16][CH2:15][O:14]1.[I-].[K+].C(=O)([O-])[O-].[K+].[K+]>C(OCC)(=O)C.C(#N)C>[O:14]1[CH2:15][CH2:16][CH2:17][O:18][CH:13]1[CH2:12][CH2:11][O:1][C:2]1[CH:9]=[CH:8][C:5]([CH:6]=[O:7])=[CH:4][CH:3]=1 |f:2.3,4.5.6|. Reported procedure: In a 500 ml flask, 120 ml of acetonitrile, 13.8 g of 4-hydroxybenzaldehyde, 21.1 g of 2-(2-bromoethyl)-1,3-dioxane, 1.8 g of potassium iodide, and 35.8 g of potassium carbonate were placed and then, reacted at 80° C. for 5 hrs. Thereafter, 200 ml of ethyl acetate was added to the reaction mixture and washed once with a saturated aqueous potassium carbonate solution, distilled water, and saturated saline. The washed organic phase was dried over anhydrous magnesium sulfate and removed solvent, to ... Reactants: O1C(CN2CCC(CC2)C2=NOC3=C2C=CC(=C3)F)C1 (N-[3-(2,3-epoxy)propyl]-4-(6-fluoro-1,2-benzisoxaz-3-yl)piperidine), C1NCCC2=CC=CC=C12 (1,2,3,4-tetrahydroisoquinoline), C(\C=C\C(=O)O)(=O)O (fumaric acid). Run in C(C)(C)O (isopropyl alcohol), C(C)O (ethanol). Yields the product FC1=CC2=C(C(=NO2)C2CCN(CC2)CC(CN2CC3=CC=CC=C3CC2)O)C=C1 (N-[3-[4-(6-Fluoro-1,2-benzisoxazol-3-yl)1-piperidinyl]-2-hydroxy-1-propyl]-1,2,3,4-tetrahydroisoquinoline). Reaction SMILES: [O:1]1[CH2:20][CH:2]1[CH2:3][N:4]1[CH2:9][CH2:8][CH:7]([C:10]2[C:14]3[CH:15]=[CH:16][C:17]([F:19])=[CH:18][C:13]=3[O:12][N:11]=2)[CH2:6][CH2:5]1.[CH2:21]1[C:30]2[C:25](=[CH:26][CH:27]=[CH:28][CH:29]=2)[CH2:24][CH2:23][NH:22]1.C(O)(=O)/C=C/C(O)=O>C(O)(C)C.C(O)C>[F:19][C:17]1[CH:16]=[CH:15][C:14]2[C:10]([CH:7]3[CH2:8][CH2:9][N:4]([CH2:3][CH:2]([OH:1])[CH2:20][N:22]4[CH2:23][CH2:24][C:25]5[C:30](=[CH:29][CH:28]=[CH:27][CH:26]=5)[CH2:21]4)[CH2:5][CH2:6]3)=[N:11][O:12][C:13]=2[CH:18]=1. Procedure: A mixture of N-[3-(2,3-epoxy)propyl]-4-(6-fluoro-1,2-benzisoxaz-3-yl)piperidine (3.56 g, 12.9 mmol) and 1,2,3,4-tetrahydroisoquinoline (2.06 g, 15.4 mmol) in isopropyl alcohol (150 ml) was heated at reflux for 4 hours. At the end of the reaction, the solvent was removed. The residual oil was purified by flash chromatography over a silica gel column (SiO2, 45 g, eluted with 1% CH3OH: 99% methylene chloride). The product thus purified as a light oil, weighed 4.15 g. The oil was treated with a solu...